This data is from the Open Reaction Database (ORD), a public repository of structured organic reaction records. The task is: describe an organic reaction: reactants, conditions, products, and yield The reactants are [Si](C)(C)(C(C)(C)C)OCCN1N=C(C(=C1CC)SC=1C=C(C=C(C#N)C1)C#N)CC (5-{[1-(2-{[tert-Butyl(dimethyl)silyl]oxy}ethyl)-3,5-diethyl-1H-pyrazol-4-yl]sulfanyl}isophthalonitrile), [F-].C(CCC)[N+](CCCC)(CCCC)CCCC (tetrabutylammonium fluoride). Yields the product C(C)C1=NN(C(=C1SC=1C=C(C=C(C#N)C1)C#N)CC)CCO (5-{[3,5-Diethyl-1-(2-hydroxyethyl)-1H-pyrazol-4-yl]sulfanyl}isophthalonitrile). Isolated yield 53.6%. RXN SMILES: [Si]([O:8][CH2:9][CH2:10][N:11]1[C:15]([CH2:16][CH3:17])=[C:14]([S:18][C:19]2[CH:20]=[C:21]([C:27]#[N:28])[CH:22]=[C:23]([CH:26]=2)[C:24]#[N:25])[C:13]([CH2:29][CH3:30])=[N:12]1)(C(C)(C)C)(C)C.[F-].C([N+](CCCC)(CCCC)CCCC)CCC>>[CH2:29]([C:13]1[C:14]([S:18][C:19]2[CH:26]=[C:23]([C:24]#[N:25])[CH:22]=[C:21]([CH:20]=2)[C:27]#[N:28])=[C:15]([CH2:16][CH3:17])[N:11]([CH2:10][CH2:9][OH:8])[N:12]=1)[CH3:30] |f:1.2|. Procedure: 5-{[1-(2-{[tert-Butyl(dimethyl)silyl]oxy}ethyl)-3,5-diethyl-1H-pyrazol-4-yl]sulfanyl}isophthalonitrile (180 mg, 0.4 mmol) (Preparation 51) was treated with tetrabutylammonium fluoride (1M solution in tetrahydrofuran, 0.8 ml, 0.8 mmol) and the resulting solution was stirred for 2½ hours. The mixture was concentrated under reduced pressure to give a brown oil. The crude product was purified by flash chromatography on silica gel eluting with ethyl acetate:dichloromethane (1:4, by volume) to provide...